Dataset: the Open Reaction Database (ORD), a public repository of structured organic reaction records. Task: describe an organic reaction: reactants, conditions, products, and yield The reactants are CC(C)(C)OC(=O)N(CCCc1ccc2c(c1)NC(=O)C1(F)CCCC21)Cc1cccc(Cl)c1, C1CCOC1, COc1ccc(P2(=S)SP(=S)(c3ccc(OC)cc3)S2)cc1. Product: CC(C)(C)OC(=O)N(CCCc1ccc2c(c1)NC(=S)C1(F)CCCC21)Cc1cccc(Cl)c1. Reaction SMILES: [C:1]([CH3:2])([CH3:3])([CH3:4])[O:5][C:6](=[O:7])[N:8]([CH2:9][CH2:10][CH2:11][c:12]1[cH:13][cH:14][c:15]2[c:20]([cH:21]1)[NH:19][C:18](=[O:22])[C:17]1([F:26])[CH:16]2[CH2:25][CH2:24][CH2:23]1)[CH2:27][c:28]1[cH:29][c:30]([Cl:34])[cH:31][cH:32][cH:33]1.[CH2:57]1[O:58][CH2:59][CH2:60][CH2:61]1.[CH3:35][O:36][c:37]1[cH:38][cH:39][c:40]([P:41]2(=[S:44])[S:42][P:43]([c:45]3[cH:46][cH:47][c:48]([O:49][CH3:50])[cH:51][cH:52]3)(=[S:53])[S:54]2)[cH:55][cH:56]1>>[C:1]([CH3:2])([CH3:3])([CH3:4])[O:5][C:6](=[O:7])[N:8]([CH2:9][CH2:10][CH2:11][c:12]1[cH:13][cH:14][c:15]2[c:20]([cH:21]1)[NH:19][C:18](=[S:44])[C:17]1([F:26])[CH:16]2[CH2:25][CH2:24][CH2:23]1)[CH2:27][c:28]1[cH:29][c:30]([Cl:34])[cH:31][cH:32][cH:33]1. Starting materials: C(C)(C)(C)C1=NN=C(O1)C1=C(C=CC(=C1)OCC=1C=C(C=CC1)C(CC(=O)OCC)C1CC1)C1=C(C=CC(=C1)OC)F (ethyl 3-(3-(((2-(5-(tert-butyl)-1,3,4-oxadiazol-2-yl)-2′-fluoro-5′-methoxy-[1,1′-biphenyl]-4-yl)oxy)methyl)phenyl)-3-cyclopropylpropanoate), [OH-].[Na+] (sodium hydroxide), O (Water), Cl (hydrochloric acid). Run in CO (methanol), C1CCOC1 (THF). Run at time 2 hour. Product: C(C)(C)(C)C1=NN=C(O1)C1=C(C=CC(=C1)OCC=1C=C(C=CC1)C(CC(=O)O)C1CC1)C1=C(C=CC(=C1)OC)F (3-(3-(((2-(5-tert-butyl-1,3,4-oxadiazol-2-yl)-2′-fluoro-5′-methoxybiphenyl-4-yl)oxy)methyl)phenyl)-3-cyclopropylpropanoic acid). The yield is 56.7%. RXN SMILES: [C:1]([C:5]1[O:9][C:8]([C:10]2[CH:15]=[C:14]([O:16][CH2:17][C:18]3[CH:19]=[C:20]([CH:24]([CH:31]4[CH2:33][CH2:32]4)[CH2:25][C:26]([O:28]CC)=[O:27])[CH:21]=[CH:22][CH:23]=3)[CH:13]=[CH:12][C:11]=2[C:34]2[CH:39]=[C:38]([O:40][CH3:41])[CH:37]=[CH:36][C:35]=2[F:42])=[N:7][N:6]=1)([CH3:4])([CH3:3])[CH3:2].[OH-].[Na+].O.Cl>CO.C1COCC1>[C:1]([C:5]1[O:9][C:8]([C:10]2[CH:15]=[C:14]([O:16][CH2:17][C:18]3[CH:19]=[C:20]([CH:24]([CH:31]4[CH2:33][CH2:32]4)[CH2:25][C:26]([OH:28])=[O:27])[CH:21]=[CH:22][CH:23]=3)[CH:13]=[CH:12][C:11]=2[C:34]2[CH:39]=[C:38]([O:40][CH3:41])[CH:37]=[CH:36][C:35]=2[F:42])=[N:7][N:6]=1)([CH3:4])([CH3:2])[CH3:3] |f:1.2|. Procedure: To a solution of ethyl 3-(3-(((2-(5-(tert-butyl)-1,3,4-oxadiazol-2-yl)-2′-fluoro-5′-methoxy-[1,1′-biphenyl]-4-yl)oxy)methyl)phenyl)-3-cyclopropylpropanoate (115 mg) in methanol (1.0 mL) and THF (1.0 mL) was added 1N aqueous sodium hydroxide solution (0.60 mL), and the mixture was stirred at room temperature for 2 hr. Water and 1N hydrochloric acid were added, and the mixture was extracted with ethyl acetate. The extract was washed with saturated brine and dried over anhydrous sodium sulfate. The... Reactants: C(C)N(C1=CC(=C(C=C1)C(=O)C1=NC2=CC=CC=C2N=C1C(=O)O)OCC)CC ((4-diethylamino-2-ethoxyphenyl)(3-carboxyquinoxalin-2-yl)ketone), CC=1C=2N(C=CC1)C=C(N2)C2=CC=CC=C2 (8-methyl-2-phenylimidazo[1,2-a]pyridine), ice ammonia, C(C)(=O)OC(C)=O (acetic anhydride). Run in C1(=CC=CC=C1)C (toluene). Yields the product C(C)N(C1=CC(=C(C=C1)C1(OC(C2=NC3=CC=CC=C3N=C21)=O)C2=C(N=C1N2C=CC=C1C)C1=CC=CC=C1)OCC)CC (3-(4-diethylamino-2-ethoxyphenyl)-3-(8-methyl-2-phenylimidazo[1,2-a]pyridin-3-yl)furo[3,4-b]quinoxalin-1-one). Reaction SMILES: [CH2:1]([N:3]([CH2:28][CH3:29])[C:4]1[CH:9]=[CH:8][C:7]([C:10]([C:12]2[C:21]([C:22]([OH:24])=O)=[N:20][C:19]3[C:14](=[CH:15][CH:16]=[CH:17][CH:18]=3)[N:13]=2)=[O:11])=[C:6]([O:25][CH2:26][CH3:27])[CH:5]=1)[CH3:2].[CH3:30][C:31]1[C:32]2[N:33]([CH:37]=[C:38]([C:40]3[CH:45]=[CH:44][CH:43]=[CH:42][CH:41]=3)[N:39]=2)[CH:34]=[CH:35][CH:36]=1.C(OC(=O)C)(=O)C>C1(C)C=CC=CC=1>[CH2:1]([N:3]([CH2:28][CH3:29])[C:4]1[CH:9]=[CH:8][C:7]([C:10]2([C:37]3[N:33]4[CH:34]=[CH:35][CH:36]=[C:31]([CH3:30])[C:32]4=[N:39][C:38]=3[C:40]3[CH:45]=[CH:44][CH:43]=[CH:42][CH:41]=3)[C:12]3[C:21](=[N:20][C:19]4[C:14]([N:13]=3)=[CH:15][CH:16]=[CH:17][CH:18]=4)[C:22](=[O:24])[O:11]2)=[C:6]([O:25][CH2:26][CH3:27])[CH:5]=1)[CH3:2]. Reported procedure: A mixture of 3.9 grams of (4-diethylamino-2-ethoxyphenyl)(3-carboxyquinoxalin-2-yl)ketone, 2.1 grams of 8-methyl-2-phenylimidazo[1,2-a]pyridine and 15 ml. of acetic anhydride was heated at 80° C. for 1 hour and poured into a mixture of ice ammonia and toluene. The toluene portion was separated, washed with saturated sodium sulfate solution, filtered through phase separation paper and concentrated. Petroleum ether was added to the concentrate and 2.7 grams of crystalline material was filtered off... Reactants: O=C([O-])[O-], Cc1ccccc1, Cc1c2c(n(C)c1C)C(=O)Nc1ccccc1N2, O=C(Cl)CCl, [K+], [K+], C1COCCO1. The product is Cc1c2c(n(C)c1C)C(=O)Nc1ccccc1N2C(=O)CCl. RXN SMILES: [C:24](=[O:25])([O-:26])[O-:27].[CH3:36][c:37]1[cH:38][cH:39][cH:40][cH:41][cH:42]1.[CH3:6][n:7]1[c:8]([CH3:23])[c:9]([CH3:22])[c:10]2[c:16]1[C:15](=[O:17])[NH:14][c:13]1[c:12]([cH:21][cH:20][cH:19][cH:18]1)[NH:11]2.[Cl:1][CH2:2][C:3](=[O:4])[Cl:5].[K+:28].[K+:29].[O:30]1[CH2:31][CH2:32][O:33][CH2:34][CH2:35]1>>[Cl:1][CH2:2][C:3](=[O:4])[N:11]1[c:10]2[c:9]([CH3:22])[c:8]([CH3:23])[n:7]([CH3:6])[c:16]2[C:15](=[O:17])[NH:14][c:13]2[c:12]1[cH:21][cH:20][cH:19][cH:18]2. Starting materials: IC1=NC(=CC(=C1)C1=CC=C(C=C1)C(F)(F)F)C (2-iodo-6-methyl-4-(4-trifluoromethyl-phenyl)pyridine), ClC1=NC=CC(=N1)Cl (2,4-dichlorpyrimidine). The product is ClC1=NC=CC(=N1)C1=NC(=CC(=C1)C1=CC=C(C=C1)C(F)(F)F)C (2-Chloro-4-[6-methyl-4-(4-trifluoromethyl-phenyl)-pyridin-2-yl]-pyrimidine), solid. Yield: 68.0%. RXN SMILES: I[C:2]1[CH:7]=[C:6]([C:8]2[CH:13]=[CH:12][C:11]([C:14]([F:17])([F:16])[F:15])=[CH:10][CH:9]=2)[CH:5]=[C:4]([CH3:18])[N:3]=1.[Cl:19][C:20]1[N:25]=[C:24](Cl)[CH:23]=[CH:22][N:21]=1>>[Cl:19][C:20]1[N:25]=[C:24]([C:2]2[CH:7]=[C:6]([C:8]3[CH:13]=[CH:12][C:11]([C:14]([F:17])([F:16])[F:15])=[CH:10][CH:9]=3)[CH:5]=[C:4]([CH3:18])[N:3]=2)[CH:23]=[CH:22][N:21]=1. Procedure details: The title compound was prepared from 2-iodo-6-methyl-4-(4-trifluoromethyl-phenyl)pyridine (example A.31) (10.89 g, 30 mmol) and commercially available 2,4-dichlorpyrimidine (4.47 g, 30 mmol) according to the general procedure IVc protocol b. Obtained as an off-white solid (7.2 g, 68%). MS (ISP) 350.2 [(M+H)+] and 352 [(M+2+H)+].